From a dataset of the Open Reaction Database (ORD), a public repository of structured organic reaction records. describe an organic reaction: reactants, conditions, products, and yield The reactants are CCOC(C)=O, NCc1ccc(Cl)cc1, CCOC(=O)c1nnc2ccc(I)cc2c1O. Product: O=C(NCc1ccc(Cl)cc1)c1nnc2ccc(I)cc2c1O. Reaction SMILES: [CH3:27][CH2:28][O:29][C:30]([CH3:31])=[O:32].[Cl:18][c:19]1[cH:20][cH:21][c:22]([CH2:23][NH2:24])[cH:25][cH:26]1.[OH:1][c:2]1[c:3]([C:13]([O:15][CH2:14][CH3:16])=[O:17])[n:4][n:5][c:6]2[cH:7][cH:8][c:9]([I:12])[cH:10][c:11]12>>[OH:1][c:2]1[c:3]([C:13](=[O:15])[NH:24][CH2:23][c:22]2[cH:21][cH:20][c:19]([Cl:18])[cH:26][cH:25]2)[n:4][n:5][c:6]2[cH:7][cH:8][c:9]([I:12])[cH:10][c:11]12. Reactants: FC(C(=O)NC1=CC2=C(N=CS2)C=C1)(F)F (6-Trifluoroacetamidobenzothiazole), CI (methyl iodide), [OH-].[K+] (KOH). Solvent: CC(=O)C (acetone). Yields the product CNC1=CC2=C(N=CS2)C=C1 (6-methylamino-benzothiazole). Yield: 19.0%. RXN SMILES: FC(F)(F)[C:3]([NH:5][C:6]1[CH:14]=[CH:13][C:9]2[N:10]=[CH:11][S:12][C:8]=2[CH:7]=1)=O.CI.[OH-].[K+]>CC(C)=O>[CH3:3][NH:5][C:6]1[CH:14]=[CH:13][C:9]2[N:10]=[CH:11][S:12][C:8]=2[CH:7]=1 |f:2.3|. Procedure: To 6-Trifluoroacetamidobenzothiazole (1.97 g, 8 mmol) in 40 ml dry acetone was added methyl iodide (4.54 g, 32 mmol) and then KOH (2.1 g, 32 mmol). The mixture was refluxed for 40 min. and concentrated in vacuo. The product was taken up in 40 ml H2O, refluxed for 40 min. and extracted with methylene chloride. The organic phase was washed with water, dried over Na2SO4 and concentrated in vacuo. The product was purified by flash chromatography (silica gel, methylene chloride) to give 250 mg 6-meth... Reactants: BrCC1=C(C=O)C=CC=C1 (2-(bromomethyl)benzaldehyde), CC(C)N1N=CC=C1C1=NC=CC=C1O (2-[1-(Propan-2-yl)-1H-pyrazol-5-yl]pyridin-3-ol), C([O-])([O-])=O.[K+].[K+] (potassium carbonate). Run in CC#N (CH3CN), O (H2O). Reaction conditions: time 8 minute. The product is C(C)(C)N1N=CC=C1C1=NC=CC=C1OCC1=C(C=O)C=CC=C1 (2-(((2-(1-isopropyl-1H-pyrazol-5-yl)pyridin-3-yl)oxy)methyl)benzaldehyde). Reaction SMILES: Br[CH2:2][C:3]1[CH:10]=[CH:9][CH:8]=[CH:7][C:4]=1[CH:5]=[O:6].[CH3:11][CH:12]([N:14]1[C:18]([C:19]2[C:24]([OH:25])=[CH:23][CH:22]=[CH:21][N:20]=2)=[CH:17][CH:16]=[N:15]1)[CH3:13].C(=O)([O-])[O-].[K+].[K+]>CC#N.O>[CH:12]([N:14]1[C:18]([C:19]2[C:24]([O:25][CH2:2][C:3]3[CH:10]=[CH:9][CH:8]=[CH:7][C:4]=3[CH:5]=[O:6])=[CH:23][CH:22]=[CH:21][N:20]=2)=[CH:17][CH:16]=[N:15]1)([CH3:13])[CH3:11] |f:2.3.4|. Procedure details: Into a 50-mL round-bottom flask, was placed a solution of 2-(bromomethyl)benzaldehyde (150 mg, 0.75 mmol, 1.00 equiv) in CH3CN (25 mL). 2-[1-(Propan-2-yl)-1H-pyrazol-5-yl]pyridin-3-ol (150 mg, 0.74 mmol, 1.00 equiv), potassium carbonate (210 mg, 1.52 mmol, 2.00 equiv), and KI (40 mg, 0.30 equiv) were added to the reaction. The resulting solution was heated to reflux for 6 h, and then it was cooled to rt. The resulting solution was diluted with 20 mL of H2O, and then it was extracted with 3×20 mL...